From a dataset of the Open Reaction Database (ORD), a public repository of structured organic reaction records. describe an organic reaction: reactants, conditions, products, and yield Starting materials: COC(=O)CBr, C1CCOC1, COc1cccc(S(=O)(=O)Nc2ccc(Cl)cc2)c1, [H-], [Na+]. Product: COC(=O)CN(c1ccc(Cl)cc1)S(=O)(=O)c1cccc(OC)c1. As a reaction SMILES: [Br:22][CH2:23][C:24](=[O:25])[O:26][CH3:27].[CH2:28]1[O:29][CH2:30][CH2:31][CH2:32]1.[Cl:1][c:2]1[cH:3][cH:4][c:5]([NH:8][S:9](=[O:10])(=[O:11])[c:12]2[cH:13][c:14]([O:18][CH3:19])[cH:15][cH:16][cH:17]2)[cH:6][cH:7]1.[H-:20].[Na+:21]>>[Cl:1][c:2]1[cH:3][cH:4][c:5]([N:8]([S:9](=[O:10])(=[O:11])[c:12]2[cH:13][c:14]([O:18][CH3:19])[cH:15][cH:16][cH:17]2)[CH2:23][C:24](=[O:25])[O:26][CH3:27])[cH:6][cH:7]1.